The task is: describe an organic reaction: reactants, conditions, products, and yield. This data is from the Open Reaction Database (ORD), a public repository of structured organic reaction records. The reactants are c1ccc(COc2ccc3[nH]ccc3c2)cc1, [H-], [Na+], CN(C)C=O, O. Yields the product Cn1ccc2cc(OCc3ccccc3)ccc21. RXN SMILES: [CH2:1]([c:2]1[cH:3][cH:4][cH:5][cH:6][cH:7]1)[O:8][c:9]1[cH:10][c:11]2[cH:12][cH:13][nH:14][c:15]2[cH:16][cH:17]1.[H-:18].[Na+:19].[O:21]=[CH:22][N:23]([CH3:24])[CH3:25].[OH2:20]>>[CH2:1]([c:2]1[cH:3][cH:4][cH:5][cH:6][cH:7]1)[O:8][c:9]1[cH:10][c:11]2[cH:12][cH:13][n:14]([CH3:22])[c:15]2[cH:16][cH:17]1.